From a dataset of the Open Reaction Database (ORD), a public repository of structured organic reaction records. describe an organic reaction: reactants, conditions, products, and yield Starting materials: C(Br)(Br)(Br)Br (CBr4), C(C)(C)(C)OC(=O)N1CC(OCC1)CO (2-hydroxymethylmorpholine-4-carboxylic acid tert-butyl ester), C1(=CC=CC=C1)P(C1=CC=CC=C1)C1=CC=CC=C1 (triphenylphosphine). The solvent is ClCCl (dichloromethane). Conditions: time 10 minute. Yields the product C(C)(C)(C)OC(=O)N1CC(OCC1)CBr (2-Bromomethylmorpholine-4-carboxylic acid tert-butyl ester). Isolated yield 37.3%. As a reaction SMILES: [C:1]([O:5][C:6]([N:8]1[CH2:13][CH2:12][O:11][CH:10]([CH2:14]O)[CH2:9]1)=[O:7])([CH3:4])([CH3:3])[CH3:2].C(Br)(Br)(Br)[Br:17].C1(P(C2C=CC=CC=2)C2C=CC=CC=2)C=CC=CC=1>ClCCl>[C:1]([O:5][C:6]([N:8]1[CH2:13][CH2:12][O:11][CH:10]([CH2:14][Br:17])[CH2:9]1)=[O:7])([CH3:4])([CH3:3])[CH3:2]. Reported procedure: To a cooled (0° C.) solution of 2-hydroxymethylmorpholine-4-carboxylic acid tert-butyl ester (1.04 g, 4.79 mmol, see Step 1) in dichloromethane (20 mL) was added CBr4 (1.98 g, 5.98 mmol). After stirring the mixture for 10 minutes, triphenylphosphine (2.20 g, 8.38 mmol) was added portion-wise. The reaction mixture was stirred at 0° C. for 6 hours and then allowed to warm to room temperature and stirred for 60 hours. The mixture was concentrated under reduced pressure and then diluted with ether. ... The reactants are C(=C)C(O)C1=CC=CC2=CC=CC=C12 (Vinyl-1-naphthylcarbinol), [Cr](=O)(=O)([O-])Cl.[NH+]1=CC=CC=C1 (pyridinium chlorochromate). Yields the product C(C=C)(=O)C1=CC=CC2=CC=CC=C12 (1-acryloylnaphthalene). Reaction SMILES: [CH:1]([CH:3]([C:5]1[C:14]2[C:9](=[CH:10][CH:11]=[CH:12][CH:13]=2)[CH:8]=[CH:7][CH:6]=1)[OH:4])=[CH2:2].[Cr](Cl)([O-])(=O)=O.[NH+]1C=CC=CC=1>>[C:3]([C:5]1[C:14]2[C:9](=[CH:10][CH:11]=[CH:12][CH:13]=2)[CH:8]=[CH:7][CH:6]=1)(=[O:4])[CH:1]=[CH2:2] |f:1.2|. Reported procedure: Vinyl-1-naphthylcarbinol (184 mg) was oxidized with pyridinium chlorochromate (214 mg). Reactants: C/C/1=C(/C(=O)OC1=O)\C (dimethylmaleic acid anhydride), NC(C(=O)N)(C(C)C)C (2-amino-2,3-dimethylbutyric acid amide). The solvent is C(Cl)Cl (methylene chloride). The product is C/C(/C(=O)NC(C(C)C)(C)C(=O)N)=C(/C(=O)O)\C (2,3-Dimethyl-N-(1-aminocarbonyl-1,2-dimethyl-propyl)maleic acid monoamide). The yield is 96.3%. RXN SMILES: [CH3:1][C:2]1=[C:3]([CH3:9])[C:4]([O:6][C:7]1=[O:8])=[O:5].[NH2:10][C:11]([CH3:18])([CH:15]([CH3:17])[CH3:16])[C:12]([NH2:14])=[O:13]>C(Cl)Cl>[CH3:9]/[C:3](=[C:2](\[CH3:1])/[C:7]([OH:6])=[O:8])/[C:4]([NH:10][C:11]([C:12]([NH2:14])=[O:13])([CH3:18])[CH:15]([CH3:17])[CH3:16])=[O:5]. Procedure details: A mixture of 46 g of dimethylmaleic acid anhydride, 48 g of 2-amino-2,3-dimethylbutyric acid amide and 70 ml of methylene chloride was heated at its boiling point for 15 minutes. After some of the solvent had been distilled off, the residual mixture was stirred with 300 ml of diethyl ether, and the product precipitated thereby was suction-filtered off. The desired compound (II) (90 g; 96%) was isolated as a crystalline solid, melting point 70°-72° C. Starting materials: [Na] (sodium), FC1=C(C=CC(=C1F)C(F)(F)F)C=1N=C(SC1)NC(CC1=C(OC=2N(C(N(C(C21)=O)C)=O)C)C)=O (N1-[4-(2,3-Difluoro-4-trifluoromethylphenyl)-1,3-thiazol-2-yl]-2-(1,3,6-trimethyl-2,4-dioxo-1,2,3,4-tetrahydrofuro[2,3-d]pyrimidin-5-yl)acetamide), P(=O)(OC(C)(C)C)(OC(C)(C)C)OCCl (di-tert-butyl chloromethyl phosphate), P(=O)(OC(C)(C)C)(OC(C)(C)C)OCCl (di-tert-butyl chloromethyl phosphate), [I-].[Na+] (sodium iodide), P(=O)([O-])([O-])[O-] (phosphate). Solvent: CC(=O)C (acetone). Product: P(=O)(OC(C)(C)C)(OC(C)(C)C)OCN1C(SC=C1C1=C(C(=C(C=C1)C(F)(F)F)F)F)=NC(CC1=C(OC=2N(C(N(C(C21)=O)C)=O)C)C)=O (Di-tert-butyl ((4-(2,3-difluoro-4-(trifluoromethyl)phenyl)-2-((2-(1,3,6-trimethyl-2,4-dioxo-1,2,3,4-tetrahydrofuro[2,3-d]pyrimidin-5-yl)acetyl)imino)thiazol-3 (2H)-yl)methyl) phosphate), product. As a reaction SMILES: P([O-])([O-])([O-])=O.[Na].[F:7][C:8]1[C:13]([F:14])=[C:12]([C:15]([F:18])([F:17])[F:16])[CH:11]=[CH:10][C:9]=1[C:19]1[N:20]=[C:21]([NH:24][C:25](=[O:41])[CH2:26][C:27]2[C:35]3[C:34](=[O:36])[N:33]([CH3:37])[C:32](=[O:38])[N:31]([CH3:39])[C:30]=3[O:29][C:28]=2[CH3:40])[S:22][CH:23]=1.[P:42]([O:54][CH2:55]Cl)([O:49][C:50]([CH3:53])([CH3:52])[CH3:51])([O:44][C:45]([CH3:48])([CH3:47])[CH3:46])=[O:43].[I-].[Na+]>CC(C)=O>[P:42]([O:54][CH2:55][N:20]1[C:19]([C:9]2[CH:10]=[CH:11][C:12]([C:15]([F:16])([F:18])[F:17])=[C:13]([F:14])[C:8]=2[F:7])=[CH:23][S:22][C:21]1=[N:24][C:25](=[O:41])[CH2:26][C:27]1[C:35]2[C:34](=[O:36])[N:33]([CH3:37])[C:32](=[O:38])[N:31]([CH3:39])[C:30]=2[O:29][C:28]=1[CH3:40])([O:44][C:45]([CH3:48])([CH3:47])[CH3:46])([O:49][C:50]([CH3:51])([CH3:52])[CH3:53])=[O:43] |f:4.5,^1:5|. Procedure: The title compound was prepared according to the general procedure as described in method C for the preparation of phosphate derivatives by coupling reaction of sodium salt of N1-[4-(2,3-Difluoro-4-trifluoromethylphenyl)-1,3-thiazol-2-yl]-2-(1,3,6-trimethyl-2,4-dioxo-1,2,3,4-tetrahydrofuro[2,3-d]pyrimidin-5-yl)acetamide (2.0 g, 3.73 mmol) with di-tert-butyl chloromethyl phosphate (Intermediate 1) (2.41 g, 9.328 mmol) in presence of sodium iodide (559 mg, 3.731 mmol) in dry acetone (50 ml) to obt... Starting materials: [BH4-], COc1ccc2nccc(CCN3CCC(CN)C3)c2n1, CCO, ClCCl, [Na+], O=Cc1ccc2c(n1)NC(=O)CS2. Product: COc1ccc2nccc(CCN3CCC(CNCc4ccc5c(n4)NC(=O)CS5)C3)c2n1. As a reaction SMILES: [BH4-:35].[CH3:1][O:2][c:3]1[n:4][c:5]2[c:6]([CH2:13][CH2:14][N:15]3[CH2:16][CH:17]([CH2:20][NH2:21])[CH2:18][CH2:19]3)[cH:7][cH:8][n:9][c:10]2[cH:11][cH:12]1.[CH3:40][CH2:41][OH:42].[Cl:37][CH2:38][Cl:39].[Na+:36].[O:22]=[C:23]1[CH2:24][S:25][c:26]2[c:27]([n:29][c:30]([CH:33]=[O:34])[cH:31][cH:32]2)[NH:28]1>>[CH3:1][O:2][c:3]1[n:4][c:5]2[c:6]([CH2:13][CH2:14][N:15]3[CH2:16][CH:17]([CH2:20][NH:21][CH2:33][c:30]4[n:29][c:27]5[c:26]([cH:32][cH:31]4)[S:25][CH2:24][C:23](=[O:22])[NH:28]5)[CH2:18][CH2:19]3)[cH:7][cH:8][n:9][c:10]2[cH:11][cH:12]1. Reactants: C1CCOC1, CC(C)(C)c1cc(N)n(-c2cc(CO)c3ccccc3c2)n1, O=S(Cl)Cl. Yields the product CC(C)(C)c1cc(N)n(-c2cc(CCl)c3ccccc3c2)n1. As a reaction SMILES: [CH2:27]1[O:28][CH2:29][CH2:30][CH2:31]1.[NH2:1][c:2]1[cH:3][c:4]([C:19]([CH3:20])([CH3:21])[CH3:22])[n:5][n:6]1-[c:7]1[cH:8][c:9]([CH2:17][OH:18])[c:10]2[cH:11][cH:12][cH:13][cH:14][c:15]2[cH:16]1.[S:23]([Cl:24])([Cl:25])=[O:26]>>[NH2:1][c:2]1[cH:3][c:4]([C:19]([CH3:20])([CH3:21])[CH3:22])[n:5][n:6]1-[c:7]1[cH:8][c:9]([CH2:17][Cl:25])[c:10]2[cH:11][cH:12][cH:13][cH:14][c:15]2[cH:16]1. The reactants are CS(=O)(=O)C1=NC(=C(C(=N1)OCC)C1=CC=C(C=C1)Cl)C1=C(C=C(C=C1)Cl)Cl (2-(Methylsulfonyl)-4-ethoxy-5-(4-chlorophenyl)-6-(2,4-dichloro-phenyl)pyrimidine), [H-].[Na+] (sodium hydride), FC=1C=C(CO)C=CC1F (3,4-difluorobenzyl alcohol). The product is FC=1C=C(COC2=NC(=C(C(=N2)OCC)C2=CC=C(C=C2)Cl)C2=C(C=C(C=C2)Cl)Cl)C=CC1F (2-(3,4-Difluorobenzyloxy)-4-ethoxy-5-(4-chlorophenyl)-6-(2,4-dichlorophenyl)pyrimidine). As a reaction SMILES: CS([C:5]1[N:10]=[C:9]([O:11][CH2:12][CH3:13])[C:8]([C:14]2[CH:19]=[CH:18][C:17]([Cl:20])=[CH:16][CH:15]=2)=[C:7]([C:21]2[CH:26]=[CH:25][C:24]([Cl:27])=[CH:23][C:22]=2[Cl:28])[N:6]=1)(=O)=O.[H-].[Na+].[F:31][C:32]1[CH:33]=[C:34]([CH:37]=[CH:38][C:39]=1[F:40])[CH2:35][OH:36]>>[F:31][C:32]1[CH:33]=[C:34]([CH:37]=[CH:38][C:39]=1[F:40])[CH2:35][O:36][C:5]1[N:10]=[C:9]([O:11][CH2:12][CH3:13])[C:8]([C:14]2[CH:19]=[CH:18][C:17]([Cl:20])=[CH:16][CH:15]=2)=[C:7]([C:21]2[CH:26]=[CH:25][C:24]([Cl:27])=[CH:23][C:22]=2[Cl:28])[N:6]=1 |f:1.2|. Procedure: 2-(Methylsulfonyl)-4-ethoxy-5-(4-chlorophenyl)-6-(2,4-dichloro-phenyl)pyrimidine (LRf from Example 123) was reacted with 2 equivalents each of sodium hydride and 3,4-difluorobenzyl alcohol by the procedure described in Example 16 to afford the title compound: HPLC/MS: m/e=521 (M++1); Rt=4.90 min. 1H-NMR 400 MHz (CDCl3): δ 1.35 (t, 3H), 4.45-4.55 (dd, J=9 Hz, J=7 Hz, 2H), 5.20 (s, 2H), 7.02-7.21 (m, 9H), 7.35 (d, J=2 Hz, 1H). Starting materials: C(C)OP(=O)(OCC)CC=1C=C(C(C(=O)OC)=CC1)C(=O)OC (dimethyl 4-(diethoxyphosphorylmethyl)phthalate), C(C)C1(OCCO1)C1=CC=C(S1)C=O (5-(2-ethyl-[1,3]dioxolan-2-yl)thiophene-2-carbaldehyde), CC(C)([O-])C.[K+] (potassium tert-butoxide). Run in C1CCOC1 (THF). Reaction conditions: time 24 hour. Product: C(C)C1(OCCO1)C1=CC=C(S1)/C=C/C=1C=C(C(C(=O)OC)=CC1)C(=O)OC (Dimethyl 4-{(E)-2-[5-(2-Ethyl-[1,3]dioxolan-2-yl)-2-thienyl]vinyl}phthalate). As a reaction SMILES: C(OP([CH2:9][C:10]1[CH:11]=[C:12]([C:20]([O:22][CH3:23])=[O:21])[C:13](=[CH:18][CH:19]=1)[C:14]([O:16][CH3:17])=[O:15])(OCC)=O)C.[CH2:24]([C:26]1([C:31]2[S:35][C:34]([CH:36]=O)=[CH:33][CH:32]=2)[O:30][CH2:29][CH2:28][O:27]1)[CH3:25].CC(C)([O-])C.[K+]>C1COCC1>[CH2:24]([C:26]1([C:31]2[S:35][C:34](/[CH:36]=[CH:9]/[C:10]3[CH:11]=[C:12]([C:20]([O:22][CH3:23])=[O:21])[C:13](=[CH:18][CH:19]=3)[C:14]([O:16][CH3:17])=[O:15])=[CH:33][CH:32]=2)[O:27][CH2:28][CH2:29][O:30]1)[CH3:25] |f:2.3|. Procedure details: 18.5 g (53.7 mmol) of dimethyl 4-(diethoxyphosphorylmethyl)phthalate and 9.5 g (44.7 mmol) of 5-(2-ethyl-[1,3]dioxolan-2-yl)thiophene-2-carbaldehyde (described in Example 6(b)) are dissolved in 200 mL of anhydrous THF. 6.02 g (53.7 mmol) of potassium tert-butoxide are added and the mixture is stirred for 24 h. After the usual treatment and chromatography on silica gel (eluent: 8 heptane/2 ethyl acetate), the desired product is obtained in the form of a yellow oil (m=9.53 g, Y=53%).